This data is from the Open Reaction Database (ORD), a public repository of structured organic reaction records. The task is: describe an organic reaction: reactants, conditions, products, and yield Reactants: C1CCOC1, CC(=O)O, CC(C)c1ccc(N(CCCOC2CCCCO2)C(=O)C2CCCc3ccccc32)cc1, O. Product: CC(C)c1ccc(N(CCCO)C(=O)C2CCCc3ccccc32)cc1. As a reaction SMILES: [CH2:37]1[O:38][CH2:39][CH2:40][CH2:41]1.[CH3:33][C:34](=[O:35])[OH:36].[CH:1]([CH3:2])([CH3:3])[c:4]1[cH:5][cH:6][c:7]([N:10]([C:11](=[O:12])[CH:13]2[CH2:14][CH2:15][CH2:16][c:17]3[cH:18][cH:19][cH:20][cH:21][c:22]32)[CH2:23][CH2:24][CH2:25][O:26][CH:27]2[CH2:28][CH2:29][CH2:30][CH2:31][O:32]2)[cH:8][cH:9]1.[OH2:42]>>[CH:1]([CH3:2])([CH3:3])[c:4]1[cH:5][cH:6][c:7]([N:10]([C:11](=[O:12])[CH:13]2[CH2:14][CH2:15][CH2:16][c:17]3[cH:18][cH:19][cH:20][cH:21][c:22]32)[CH2:23][CH2:24][CH2:25][OH:26])[cH:8][cH:9]1. Reactants: C1=COC=2C1=C(C3=C(C2)OC(=O)C=C3)O (5-hydroxypsoralen), C([O-])([O-])=O.[K+].[K+] (potassium carbonate), C (charcoal). Run in CO.CC(=O)C (methanol acetone). Conditions: time 17.5 minute. The product is C1(=CC=CC=C1)C(CCCOC1=C2C(=CC3=C1C=CC(O3)=O)OC=C2)=O (4-(4-Phenyl-4-oxobutoxy)-7H-furo[3,2-g][1]benzopyran-7-on). Reaction SMILES: [CH:1]1[C:5]2=[C:6]([OH:15])[C:7]3[CH:14]=[CH:13][C:11](=[O:12])[O:10][C:8]=3[CH:9]=[C:4]2[O:3][CH:2]=1.[C:16](=[O:19])([O-])[O-].[K+].[K+].[CH4:22]>CO.CC(C)=O>[C:22]1([C:16](=[O:19])[CH2:6][CH2:7][CH2:14][O:15][C:6]2[C:7]3[CH:14]=[CH:13][C:11](=[O:12])[O:10][C:8]=3[CH:9]=[C:4]3[O:3][CH:2]=[CH:1][C:5]=23)[CH:1]=[CH:5][CH:4]=[CH:9][CH:8]=1 |f:1.2.3,5.6|. Procedure details: 497 mg (2.720 mmol) of 4-chlorobutyrophenone and 445 mg (2.968 mmol) of sodium iodide were refluxed in 30 ml acetone for 1.5 hours to obtain the iodo derivative. The reaction was monitored by TLC and also visually by the precipitation of sodium chloride. To this slurry was added 500 mg (2.473 mmol) of 5-hydroxypsoralen, an excess (2 g) of anhydrous potassium carbonate and it was refluxed for 140 hours. The progress of the reaction was monitored by thin layer chromatography. After 140 hours the r... The reactants are [OH-].[Na+] (sodium hydroxide), N[C@@H]1C[C@@H](CC1)C(=O)O ((1R,3S)-3-Aminocyclopentane carboxylic acid), C(CC)(=O)Cl (Propionyl chloride). Solvent: C1CCOC1 (THF). Product: C(CC)(=O)N[C@@H]1C[C@@H](CC1)C(=O)O ((1R,3S)-3-Propionylamino-cyclopentanecarboxylic acid). As a reaction SMILES: [NH2:1][C@H:2]1[CH2:6][CH2:5][C@@H:4]([C:7]([OH:9])=[O:8])[CH2:3]1.[OH-].[Na+].[C:12](Cl)(=[O:15])[CH2:13][CH3:14]>C1COCC1>[C:12]([NH:1][C@H:2]1[CH2:6][CH2:5][C@@H:4]([C:7]([OH:9])=[O:8])[CH2:3]1)(=[O:15])[CH2:13][CH3:14] |f:1.2|. Reported procedure: 100.0 mg (0.77 mmol) (1R,3S)-3-Aminocyclopentane carboxylic acid is stirred in 2.0 mL THF and 0.77 mL (1.55 mmol) sodium hydroxide solution (2 mol/l). 74.0 μL (0.85 mmol) Propionyl chloride is added drop wise and the mixture is stirred at RT over night. The solvent is evaporated. The mixture is stirred at RT over night. The product is purified by RP-HPLC (water+5-95% acetonitrile (with addition of 0.1% TFA)) and lyophilized. The reactants are CCCCNC(=O)N1CCN(Cc2ccccc2)CC1, CCO. The product is CCCCNC(=O)N1CCNCC1. Reaction SMILES: [CH2:1]([c:2]1[cH:3][cH:4][cH:5][cH:6][cH:7]1)[N:8]1[CH2:9][CH2:10][N:11]([C:14](=[O:15])[NH:16][CH2:17][CH2:18][CH2:19][CH3:20])[CH2:12][CH2:13]1.[CH3:21][CH2:22][OH:23]>>[NH:8]1[CH2:9][CH2:10][N:11]([C:14](=[O:15])[NH:16][CH2:17][CH2:18][CH2:19][CH3:20])[CH2:12][CH2:13]1. Reactants: C([O-])([O-])=O.[K+].[K+] (potassium carbonate), C1(CCCC1)S (Cyclopentanethiol), FC1=CC=C(C=C1)[N+](=O)[O-] (1-fluoro-4-nitrobenzene). Solvent: O (water), C(C)#N (acetonitrile). Reaction conditions: time 5 minute. Yields the product C1(CCCC1)SC1=CC=C(C=C1)[N+](=O)[O-] (1-(Cyclopentylthio)-4-nitrobenzene). The yield is 32.1%. As a reaction SMILES: [CH:1]1([SH:6])[CH2:5][CH2:4][CH2:3][CH2:2]1.C(=O)([O-])[O-].[K+].[K+].F[C:14]1[CH:19]=[CH:18][C:17]([N+:20]([O-:22])=[O:21])=[CH:16][CH:15]=1>C(#N)C.O>[CH:1]1([S:6][C:14]2[CH:19]=[CH:18][C:17]([N+:20]([O-:22])=[O:21])=[CH:16][CH:15]=2)[CH2:5][CH2:4][CH2:3][CH2:2]1 |f:1.2.3|. Procedure details: Cyclopentanethiol (1.0 g) (available from Aldrich) was dissolved in acetonitrile (10 ml) and potassium carbonate (1.35 g) was added. After 5 min, 1-fluoro-4-nitrobenzene (1.38 g) (available from Aldrich) was added and the mixture was stirred at room temperature overnight. The mixture was diluted with water and extracted with ether. The organic layer was washed with 1M aqueous sodium hydroxide (20 ml), water (20 ml), and 1M aqueous hydrochoric acid (20 ml). The organic layer was separated and the... Reactants: ClCCl, O=[N+]([O-])c1cc(CO)cc(C(F)(F)F)c1, [Na+], [OH-]. Product: O=Cc1cc([N+](=O)[O-])cc(C(F)(F)F)c1. RXN SMILES: [Cl:18][CH2:19][Cl:20].[N+:1](=[O:2])([O-:3])[c:4]1[cH:5][c:6]([CH2:14][OH:15])[cH:7][c:8]([C:10]([F:11])([F:12])[F:13])[cH:9]1.[Na+:17].[OH-:16]>>[N+:1](=[O:2])([O-:3])[c:4]1[cH:5][c:6]([CH:14]=[O:15])[cH:7][c:8]([C:10]([F:11])([F:12])[F:13])[cH:9]1. Starting materials: C1(CC1)N(C(=O)[C@H]1CN(CCO1)C(=O)OC(C)(C)C)C(C)C1=CC2=C(C=CO2)C(=C1)OCCCOC (tert-butyl (2R)-2-[(cyclopropyl{1-[4-(3-methoxypropoxy)-1-benzofuran-6-yl]ethyl}amino)carbonyl]morpholine-4-carboxylate), N1=C(C=CC=C1C)C (2,6-lutidine), C[Si](C)(C)OS(=O)(=O)C(F)(F)F (trimethylsilyltriflate), C(O)([O-])=O.[Na+] (sodium hydrogen carbonate). Run in C(Cl)(Cl)Cl (chloroform). Reaction conditions: time 30 minute. Yields the product C1(CC1)N(C(=O)[C@H]1CNCCO1)[C@H](C)C1=CC2=C(C=CO2)C(=C1)OCCCOC ((2R)-N-cyclopropyl-N-{(1R)-1-[4-(3-methoxypropoxy)-1-benzofuran-6-yl]ethyl}morpholine-2-carboxamide), C1(CC1)N(C(=O)[C@H]1CNCCO1)[C@@H](C)C1=CC2=C(C=CO2)C(=C1)OCCCOC ((2R)-N-cyclopropyl-N-{(1S)-1-[4-(3-methoxypropoxy)-1-benzofuran-6-yl]ethyl}morpholine-2-carboxamide). As a reaction SMILES: [CH:1]1([N:4]([CH:20]([C:22]2[CH:30]=[C:29]([O:31][CH2:32][CH2:33][CH2:34][O:35][CH3:36])[C:25]3[CH:26]=[CH:27][O:28][C:24]=3[CH:23]=2)[CH3:21])[C:5]([C@@H:7]2[O:12][CH2:11][CH2:10][N:9](C(OC(C)(C)C)=O)[CH2:8]2)=[O:6])[CH2:3][CH2:2]1.N1C(C)=CC=CC=1C.C[Si](OS(C(F)(F)F)(=O)=O)(C)C.C(=O)([O-])O.[Na+]>C(Cl)(Cl)Cl>[CH:1]1([N:4]([C@@H:20]([C:22]2[CH:30]=[C:29]([O:31][CH2:32][CH2:33][CH2:34][O:35][CH3:36])[C:25]3[CH:26]=[CH:27][O:28][C:24]=3[CH:23]=2)[CH3:21])[C:5]([C@@H:7]2[O:12][CH2:11][CH2:10][NH:9][CH2:8]2)=[O:6])[CH2:3][CH2:2]1.[CH:1]1([N:4]([C@H:20]([C:22]2[CH:30]=[C:29]([O:31][CH2:32][CH2:33][CH2:34][O:35][CH3:36])[C:25]3[CH:26]=[CH:27][O:28][C:24]=3[CH:23]=2)[CH3:21])[C:5]([C@@H:7]2[O:12][CH2:11][CH2:10][NH:9][CH2:8]2)=[O:6])[CH2:3][CH2:2]1 |f:3.4|. Procedure details: To a solution of tert-butyl (2R)-2-[(cyclopropyl{1-[4-(3-methoxypropoxy)-1-benzofuran-6-yl]ethyl}amino)carbonyl]morpholine-4-carboxylate (200 mg) and 2,6-lutidine (0.142 mL) in chloroform (4 mL) was added trimethylsilyltriflate (0.180 mL) under ice-cooling, and the mixture was stirred at the same temperature for 30 minutes. Then, thereto was added aqueous saturated sodium hydrogen carbonate solution under ice-cooling, and the mixture was extracted with ethyl acetate. The organic layer was washed...